describe an organic reaction: reactants, conditions, products, and yield From a dataset of the Open Reaction Database (ORD), a public repository of structured organic reaction records. Starting materials: C(=O)(O)[O-].[Na+] (NaHCO3), ClC1=CC(=C(N)C(=C1)[N+](=O)[O-])OC (4-Chloro-2-methoxy-6-nitroaniline), [H-].[Na+] (NaH), CI (MeI). Run in [Cl-].[Na+].O (brine), CN(C)C=O (DMF). Conditions: time 3 hour. Product: ClC1=CC(=C(NC)C(=C1)[N+](=O)[O-])OC (4-Chloro-2-methoxy-N-methyl-6-nitroaniline). RXN SMILES: [Cl:1][C:2]1[CH:8]=[C:7]([N+:9]([O-:11])=[O:10])[C:5]([NH2:6])=[C:4]([O:12][CH3:13])[CH:3]=1.[H-].[Na+].CI.[C:18]([O-])(O)=O.[Na+]>CN(C=O)C.[Cl-].[Na+].O>[Cl:1][C:2]1[CH:8]=[C:7]([N+:9]([O-:11])=[O:10])[C:5]([NH:6][CH3:18])=[C:4]([O:12][CH3:13])[CH:3]=1 |f:1.2,4.5,7.8.9|. Reported procedure: To the title compound of Example 21, Step B (19.9 mmol, 4.03 g) in DMF (50 mL) at 0° C. was added portionwise NaH (31.8 mmol, 1.27 g of 60% suspension in mineral oil) (exothermic, gas evolution). After 10 min MeI (23 mmol, 1.5 mL) was added and the reaction was allowed to stand at ambient temperature for 3 h. Saturated NaHCO3 and brine were added to the reaction resulting in formation of a precipitate, which was filtered, washed with water and dried in vacuo. Flash chromatography on silica eluti... Starting materials: ClCCl, Cc1cccc(C(=O)N(NC(=O)C2CC=CCC2)C(C)(C)C)c1, O=C(OO)c1cccc(Cl)c1. The product is Cc1cccc(C(=O)N(NC(=O)C2CCC3OC3C2)C(C)(C)C)c1. Reaction SMILES: [CH2:35]([Cl:36])[Cl:37].[CH:1]1([C:7](=[O:8])[NH:9][N:10]([C:11](=[O:12])[c:13]2[cH:14][c:15]([CH3:19])[cH:16][cH:17][cH:18]2)[C:20]([CH3:21])([CH3:22])[CH3:23])[CH2:2][CH:3]=[CH:4][CH2:5][CH2:6]1.[Cl:24][c:25]1[cH:26][cH:27][cH:28][c:29]([C:30]([O:31][OH:33])=[O:32])[cH:34]1>>[CH:1]1([C:7](=[O:8])[NH:9][N:10]([C:11](=[O:12])[c:13]2[cH:14][c:15]([CH3:19])[cH:16][cH:17][cH:18]2)[C:20]([CH3:21])([CH3:22])[CH3:23])[CH2:2][CH:3]2[CH:4]([CH2:5][CH2:6]1)[O:32]2. The reactants are C(C)(C)(C)OC(COC1=C(C=C(C=C1)SCC#C)C)=O ((2-methyl-4-prop-2-ynylsulfanyl-phenoxy)-acetic acid tert-butyl ester), IC1=CC(=CC=C1)C(F)(F)F (1-iodo-3-trifluoromethyl-benzene). The product is C(C)(C)(C)OC(COC1=C(C=C(C=C1)SCC#CC1=CC(=CC=C1)C(F)(F)F)C)=O ({2-Methyl-4-[3-(3-trifluoromethyl-phenyl)-prop-2-ynylsulfanyl]-phenoxy}-acetic acid tert-butyl ester). RXN SMILES: [C:1]([O:5][C:6](=[O:20])[CH2:7][O:8][C:9]1[CH:14]=[CH:13][C:12]([S:15][CH2:16][C:17]#[CH:18])=[CH:11][C:10]=1[CH3:19])([CH3:4])([CH3:3])[CH3:2].I[C:22]1[CH:27]=[CH:26][CH:25]=[C:24]([C:28]([F:31])([F:30])[F:29])[CH:23]=1>>[C:1]([O:5][C:6](=[O:20])[CH2:7][O:8][C:9]1[CH:14]=[CH:13][C:12]([S:15][CH2:16][C:17]#[C:18][C:22]2[CH:27]=[CH:26][CH:25]=[C:24]([C:28]([F:31])([F:30])[F:29])[CH:23]=2)=[CH:11][C:10]=1[CH3:19])([CH3:4])([CH3:3])[CH3:2]. Procedure details: In analogy to the procedure described in example 5B], (2-methyl-4-prop-2-ynylsulfanyl-phenoxy)-acetic acid tert-butyl ester (example 5A]) and 1-iodo-3-trifluoromethyl-benzene gave the title compound as a colorless oil. The reactants are C(C)OC(C1=CC=C(C=C1)N1C=C(C2=CC(=CC=C12)O)C#N)=O (4-(5-hydroxy-3-cyanoindol-1-yl)benzoic acid ethyl ester), S1C(=CC=C1)CO (thiophene-2-methanol), C1(=CC=CC=C1)P(C1=CC=CC=C1)C1=CC=CC=C1 (triphenylphosphine), C(C)(C)N=C=NC(C)C (diisopropylcarbodiimide). Solvent: O1CCCC1 (tetrahydrofuran). Conditions: time 3 hour. Yields the product C(C)OC(C1=CC=C(C=C1)N1C=C(C2=CC(=CC=C12)OCC=1SC=CC1)C#N)=O (4-[3-Cyano-5-(thiophen-2-ylmethyloxy)indol-1-yl]benzoic acid ethyl ester). As a reaction SMILES: [CH2:1]([O:3][C:4](=[O:23])[C:5]1[CH:10]=[CH:9][C:8]([N:11]2[C:19]3[C:14](=[CH:15][C:16]([OH:20])=[CH:17][CH:18]=3)[C:13]([C:21]#[N:22])=[CH:12]2)=[CH:7][CH:6]=1)[CH3:2].[S:24]1[CH:28]=[CH:27][CH:26]=[C:25]1[CH2:29]O.C1(P(C2C=CC=CC=2)C2C=CC=CC=2)C=CC=CC=1.C(N=C=NC(C)C)(C)C>O1CCCC1>[CH2:1]([O:3][C:4](=[O:23])[C:5]1[CH:6]=[CH:7][C:8]([N:11]2[C:19]3[C:14](=[CH:15][C:16]([O:20][CH2:29][C:25]4[S:24][CH:28]=[CH:27][CH:26]=4)=[CH:17][CH:18]=3)[C:13]([C:21]#[N:22])=[CH:12]2)=[CH:9][CH:10]=1)[CH3:2]. Procedure: To a solution of 4-(5-hydroxy-3-cyanoindol-1-yl)benzoic acid ethyl ester and thiophene-2-methanol (0.057 g) and triphenylphosphine (0.012 g) in tetrahydrofuran (2.5 mL) was added diisopropylcarbodiimide (40% toluene solution, 0.18 mL) at room temperature, and this mixture was stirred for 3 hours. This reaction mixture was concentrated under reduced pressure. This residue was purified by column chromatography on silica gel (eluent: ethyl acetate/n-hexane=1/3) to give the title compound (0.10 g). Reactants: [Sn](Cl)(Cl)(Cl)Cl (tin (IV) chloride), FC1=C(C(=O)Cl)C=CC=C1 (2-fluorobenzoyl chloride), CC1=CN(C2=CC=CC=C12)N1C(C2=CC=CC=C2C1=O)=O (2-(3-methyl-1H-indol-1-yl)-1H-isoindole-1,3-(2H)dione). The solvent is C(Cl)Cl (DCM). Conditions: time 10 minute. Product: FC1=C(C(=O)C=2N(C3=CC=CC=C3C2C)N2C(C3=CC=CC=C3C2=O)=O)C=CC=C1 (2-[2-(2-Fluorobenzoyl)-3-methyl-1H-indol-1-yl]-1H-isoindole-1,3-(2H)dione). Reaction SMILES: [F:1][C:2]1[CH:10]=[CH:9][CH:8]=[CH:7][C:3]=1[C:4](Cl)=[O:5].[Sn](Cl)(Cl)(Cl)Cl.[CH3:16][C:17]1[C:25]2[C:20](=[CH:21][CH:22]=[CH:23][CH:24]=2)[N:19]([N:26]2[C:34](=[O:35])[C:33]3[C:28](=[CH:29][CH:30]=[CH:31][CH:32]=3)[C:27]2=[O:36])[CH:18]=1>C(Cl)Cl>[F:1][C:2]1[CH:10]=[CH:9][CH:8]=[CH:7][C:3]=1[C:4]([C:18]1[N:19]([N:26]2[C:34](=[O:35])[C:33]3[C:28](=[CH:29][CH:30]=[CH:31][CH:32]=3)[C:27]2=[O:36])[C:20]2[C:25]([C:17]=1[CH3:16])=[CH:24][CH:23]=[CH:22][CH:21]=2)=[O:5]. Procedure details: A solution of 0.91 ml of 2-fluorobenzoyl chloride in 50 ml of dry DCM was cooled in an ice/salt bath. To the solution was added 0.86 ml (1.91 g) of tin (IV) chloride. The mixture was stirred at -5° to 0° C. for 10 minutes after which was added 2.0 g of 2-(3-methyl-1H-indol-1-yl)-1H-isoindole-1,3-(2H)dione. The reaction mixture was stirred at 0° C. for 1 hour, allowed to warm to room temperature, cooled again in an ice bath, poured onto ice, extracted twice with ethyl acetate, washed with water, ... Starting materials: Cc1cc2c(c3ccc(=O)[nH]c13)OC(COS(C)(=O)=O)C2, CN(C)C=O, [N-]=[N+]=[N-], [Na+]. Product: Cc1cc2c(c3ccc(=O)[nH]c13)OC(CN=[N+]=[N-])C2. As a reaction SMILES: [CH3:1][S:2]([O:3][CH2:6][CH:7]1[CH2:8][c:9]2[c:10]([c:11]3[cH:12][cH:13][c:14](=[O:20])[nH:15][c:16]3[c:17]([CH3:19])[cH:18]2)[O:21]1)(=[O:4])=[O:5].[CH3:26][N:27]([CH3:28])[CH:29]=[O:30].[N-:23]=[N+:24]=[N-:25].[Na+:22]>>[CH2:6]([CH:7]1[CH2:8][c:9]2[c:10]([c:11]3[cH:12][cH:13][c:14](=[O:20])[nH:15][c:16]3[c:17]([CH3:19])[cH:18]2)[O:21]1)[N:23]=[N+:24]=[N-:25]. Reactants: CC(C)=C1C(=O)OC(C)(C)OC1=O, N#C[K]. The product is CC1(C)OC(=O)C(C(C)(C)C#N)C(=O)O1. As a reaction SMILES: [CH3:1][C:2]1([CH3:13])[O:3][C:4](=[O:12])[C:5](=[C:9]([CH3:10])[CH3:11])[C:6](=[O:8])[O:7]1.[K:14][C:15]#[N:16]>>[CH3:1][C:2]1([CH3:13])[O:3][C:4](=[O:12])[CH:5]([C:9]([CH3:10])([CH3:11])[C:15]#[N:16])[C:6](=[O:8])[O:7]1.